This data is from the Open Reaction Database (ORD), a public repository of structured organic reaction records. The task is: describe an organic reaction: reactants, conditions, products, and yield Reactants: [N+](=O)([O-])C1=CC(=C(C=C1)C)N1C(C=2C(C1=O)=CC(=CC2)OC)=O (N-(4-nitro-o-tolyl)-4-methoxyphthalimide). Reagents/catalysts: [Pt]=O (platinum oxide). Solvent: C(C)(=O)OCC (ethyl acetate). The product is NC1=CC(=C(C=C1)C)N1C(C=2C(C1=O)=CC(=CC2)OC)=O (N-(4-amino-o-tolyl)-4-methoxyphthalimide). Reaction SMILES: [N+:1]([C:4]1[CH:9]=[CH:8][C:7]([CH3:10])=[C:6]([N:11]2[C:15](=[O:16])[C:14]3=[CH:17][C:18]([O:21][CH3:22])=[CH:19][CH:20]=[C:13]3[C:12]2=[O:23])[CH:5]=1)([O-])=O>C(OCC)(=O)C.[Pt]=O>[NH2:1][C:4]1[CH:9]=[CH:8][C:7]([CH3:10])=[C:6]([N:11]2[C:15](=[O:16])[C:14]3=[CH:17][C:18]([O:21][CH3:22])=[CH:19][CH:20]=[C:13]3[C:12]2=[O:23])[CH:5]=1. Procedure details: The solution of 1.0 g of N-(4-nitro-o-tolyl)-4-methoxyphthalimide in 70 ml of ethyl acetate is hydrogenated over 0.35 g of platinum oxide at 2.5 atm. and room temperature for 2 hours. It is filtered, the filtrate concentrated and the precipitate formed collected, to yield the N-(4-amino-o-tolyl)-4-methoxyphthalimide melting at 158°-161°. Starting materials: Cn1c(N2CCN(CCCOc3ccc([N+](=O)[O-])cc3)CC2)cc(=O)n(C)c1=O, CO. The product is Cn1c(N2CCN(CCCOc3ccc(N)cc3)CC2)cc(=O)n(C)c1=O. Reaction SMILES: [CH3:1][n:2]1[c:3](=[O:29])[n:4]([CH3:28])[c:5](=[O:27])[cH:6][c:7]1[N:8]1[CH2:9][CH2:10][N:11]([CH2:14][CH2:15][CH2:16][O:17][c:18]2[cH:19][cH:20][c:21]([N+:24]([O-:25])=[O:26])[cH:22][cH:23]2)[CH2:12][CH2:13]1.[CH3:30][OH:31]>>[CH3:1][n:2]1[c:3](=[O:29])[n:4]([CH3:28])[c:5](=[O:27])[cH:6][c:7]1[N:8]1[CH2:9][CH2:10][N:11]([CH2:14][CH2:15][CH2:16][O:17][c:18]2[cH:19][cH:20][c:21]([NH2:24])[cH:22][cH:23]2)[CH2:12][CH2:13]1.